From a dataset of the Open Reaction Database (ORD), a public repository of structured organic reaction records. describe an organic reaction: reactants, conditions, products, and yield The reactants are C(CC)N(CCCCC1=CC2=CC=C(C=C2C1)CN1C=C2C=CC=CC2=C1)CCC (2-[2-(4-dipropylamino-butyl)-3H-inden-5-ylmethyl]-isoindol), O.NN (hydrazine monohydrate). The solvent is CO (methanol). Product: NCC1=CC=C2C=C(CC2=C1)CCCCN(CCC)CCC ([4-(6-aminomethyl-1H-inden-2-yl)-butyl]-dipropyl-amine). Yield: 65.2%. RXN SMILES: [CH2:1]([N:4]([CH2:28][CH2:29][CH3:30])[CH2:5][CH2:6][CH2:7][CH2:8][C:9]1[CH2:17][C:16]2[C:11](=[CH:12][CH:13]=[C:14]([CH2:18][N:19]3C=C4C(C=CC=C4)=C3)[CH:15]=2)[CH:10]=1)[CH2:2][CH3:3].O.NN>CO>[NH2:19][CH2:18][C:14]1[CH:15]=[C:16]2[C:11]([CH:10]=[C:9]([CH2:8][CH2:7][CH2:6][CH2:5][N:4]([CH2:28][CH2:29][CH3:30])[CH2:1][CH2:2][CH3:3])[CH2:17]2)=[CH:12][CH:13]=1 |f:1.2|. Procedure details: The compound (82.0 mg) obtained in Example 11-12 was dissolved in methanol (4.1 ml) and added with hydrazine monohydrate (0.082 ml) and the whole was refluxed under heating for 3 hours. The reaction solution was concentrated under reduced pressure. Then, the residue was added with water and subjected to extraction with chloroform. The organic layer was washed with a saturated saline solution, dried with anhydrous sodium sulfate, and concentrated under reduced pressure. The residue was purified t... Starting materials: BrC1=CN=C(S1)NC(N(C1CCC(CC1)C)C1CCCCC1)=O (3-(5-Bromothiazol-2-yl)-1-cyclohexyl-1-(4-methylcyclohexyl)-urea), C(C)OC(=O)C=1N(C(=NC1)S)C (2-mercapto-3-methyl-3H-imidazole-4-carboxylic acid ethyl ester). The product is C(C)OC(=O)C=1N(C(=NC1)SC1=CN=C(S1)NC(=O)N(C1CCC(CC1)C)C1CCCCC1)C (2-{-2-[3-Cyclohexyl-3-(4-methyl-cyclohexyl)-ureido]-thiazol-5-ylsulfanyl}-3-methyl-3H-imidazole-4-carboxylic acid ethyl ester). Reaction SMILES: Br[C:2]1[S:6][C:5]([NH:7][C:8](=[O:23])[N:9]([CH:17]2[CH2:22][CH2:21][CH2:20][CH2:19][CH2:18]2)[CH:10]2[CH2:15][CH2:14][CH:13]([CH3:16])[CH2:12][CH2:11]2)=[N:4][CH:3]=1.[CH2:24]([O:26][C:27]([C:29]1[N:30]([CH3:35])[C:31]([SH:34])=[N:32][CH:33]=1)=[O:28])[CH3:25]>>[CH2:24]([O:26][C:27]([C:29]1[N:30]([CH3:35])[C:31]([S:34][C:2]2[S:6][C:5]([NH:7][C:8]([N:9]([CH:17]3[CH2:22][CH2:21][CH2:20][CH2:19][CH2:18]3)[CH:10]3[CH2:15][CH2:14][CH:13]([CH3:16])[CH2:12][CH2:11]3)=[O:23])=[N:4][CH:3]=2)=[N:32][CH:33]=1)=[O:28])[CH3:25]. Reported procedure: Prepared as described in general procedure (E) from 3-(5-bromothiazol-2-yl)-1-cyclohexyl-1-(4-methylcyclohexyl)-urea (Example 242) and 2-mercapto-3-methyl-3H-imidazole-4-carboxylic acid ethyl ester. Reagents/catalysts: [Cl-].C(CCC)[N+](CCCC)(CCCC)CCCC (tetrabutylammonium chloride), C(C)(=O)[O-].[Pd+2].C(C)(=O)[O-] (palladium (II) acetate). Reported procedure: A mixture of 1.00 g (3.39 mmol) of 4-bromo-1-iodo-2-methylbenzene, 0.58 g (10.00 mmol) of allyl alcohol, 0.69 g (8.20 mmol) of sodium bicarbonate, 0.92 g (3.30 mmol) of tetrabutylammonium chloride, and 22 mg (0.10 mmol) of palladium (II) acetate in 5 mL of DMF were stirred for 16 hours at 45° C. under argon. The reaction mixture was diluted with EtOAc, and the organic phase was washed with water, dried over magnesium sulfate, and evaporated down in vacuo. The residue was purified by column chrom... Starting materials: BrC1=CC(=C(C=C1)I)C (4-bromo-1-iodo-2-methylbenzene), C(C=C)O (allyl alcohol), C([O-])(O)=O.[Na+] (sodium bicarbonate). Conditions: temperature 45 celsius, time 16 hour. As a reaction SMILES: [Br:1][C:2]1[CH:7]=[CH:6][C:5](I)=[C:4]([CH3:9])[CH:3]=1.[CH2:10]([OH:13])[CH:11]=[CH2:12].C(=O)(O)[O-].[Na+]>[Cl-].C([N+](CCCC)(CCCC)CCCC)CCC.CN(C=O)C.CCOC(C)=O.C([O-])(=O)C.[Pd+2].C([O-])(=O)C>[Br:1][C:2]1[CH:7]=[CH:6][C:5]([CH2:12][CH2:11][CH:10]=[O:13])=[C:4]([CH3:9])[CH:3]=1 |f:2.3,4.5,8.9.10|. Product: BrC1=CC(=C(C=C1)CCC=O)C (3-(4-bromo-2-methylphenyl)propionaldehyde). Run in CCOC(=O)C (EtOAc), CN(C)C=O (DMF). The yield is 46.0%. The product is OCC(C)(C)NC(=O)C1=CN=C(S1)\C=C\C=1C(=NOC1C)C1=NC=C(C=C1)F (2-{(E)-2-[3-(5-Fluoro-pyridin-2-yl)-5-methyl-isoxazol-4-yl]-vinyl}-thiazole-5-carboxylic acid (2-hydroxy-1,1-dimethyl-ethyl)-amide). As a reaction SMILES: [F:1][C:2]1[CH:3]=[CH:4][C:5]([C:8]2[C:12](/[CH:13]=[CH:14]/[C:15]3[S:16][C:17]([C:20]([OH:22])=O)=[CH:18][N:19]=3)=[C:11]([CH3:23])[O:10][N:9]=2)=[N:6][CH:7]=1.[NH2:24][C:25]([CH3:29])([CH3:28])[CH2:26][OH:27]>>[OH:27][CH2:26][C:25]([NH:24][C:20]([C:17]1[S:16][C:15](/[CH:14]=[CH:13]/[C:12]2[C:8]([C:5]3[CH:4]=[CH:3][C:2]([F:1])=[CH:7][N:6]=3)=[N:9][O:10][C:11]=2[CH3:23])=[N:19][CH:18]=1)=[O:22])([CH3:29])[CH3:28]. Reported procedure: As described for example 77c, 2-{(E)-2-[3-(5-fluoro-pyridin-2-yl)-5-methyl-isoxazol-4-yl]-vinyl}-thiazole-5-carboxylic acid (83 mg, 0.25 mmol) was converted, using 2-amino-2-methyl-1-propanol instead of 4-aminotetrahydropyran, to the title compound (46 mg, 46%) which was obtained as an off white solid after recrystallization from heptane/ethyl acetate. MS: m/e=403.3 [M+H]+. Starting materials: FC=1C=CC(=NC1)C1=NOC(=C1/C=C/C=1SC(=CN1)C(=O)O)C (2-{(E)-2-[3-(5-fluoro-pyridin-2-yl)-5-methyl-isoxazol-4-yl]-vinyl}-thiazole-5-carboxylic acid), NC(CO)(C)C (2-amino-2-methyl-1-propanol). Starting materials: CCCC(=O)c1cnc2c(OCCSC)cccc2c1Cl, CC#N, Cc1cc(O)ccc1N. The product is CCCC(=O)c1cnc2c(OCCSC)cccc2c1Nc1ccc(O)cc1C. Reaction SMILES: [C:1]([CH2:2][CH2:3][CH3:4])(=[O:5])[c:6]1[cH:7][n:8][c:9]2[c:10]([O:17][CH2:18][CH2:19][S:20][CH3:21])[cH:11][cH:12][cH:13][c:14]2[c:15]1[Cl:16].[CH3:31][C:32]#[N:33].[OH:22][c:23]1[cH:24][c:25]([CH3:30])[c:26]([NH2:27])[cH:28][cH:29]1>>[C:1]([CH2:2][CH2:3][CH3:4])(=[O:5])[c:6]1[cH:7][n:8][c:9]2[c:10]([O:17][CH2:18][CH2:19][S:20][CH3:21])[cH:11][cH:12][cH:13][c:14]2[c:15]1[NH:27][c:26]1[c:25]([CH3:30])[cH:24][c:23]([OH:22])[cH:29][cH:28]1.